From a dataset of the Open Reaction Database (ORD), a public repository of structured organic reaction records. describe an organic reaction: reactants, conditions, products, and yield Starting materials: BrC=1C=CC(=C(C1)C1=NC2=C(C(=N1)O)CCC2)F (2-(5-bromo-2-fluorophenyl)-4-hydroxy-6,7-dihydro-5H-cyclopentapyrimidine), intermediate 24, C(C)(C)C1=NN(C=C1)C1=NC2=C(C(=CC=C2C(=C1)OC1CC2C(N(CCCCC=CC3CC3(NC(C2C1)=O)C(=O)NS(=O)(=O)N(C)C)C)=O)OC)C (N-[17-[2-(3-isopropylpyrazol-1-yl)-7-methoxy-8-methylquinolin-4-yloxy]-13-methyl-2,14-dioxo-3,13-diazatricyclo[13.3.0.04,6]octadec-7-ene-4-carbonyl](dimethylamino)sulfonamide). The product is BrC=1C=CC(=C(C1)C1=NC2=C(C(=N1)OC1CC3C(N(CCCCC=CC4CC4(NC(C3C1)=O)C(=O)NS(=O)(=O)N(C)C)C)=O)CCC2)F (N-[17-[2-(5-bromo-2-fluorophenyl)-6,7-dihydro-5H-cyclo-pentapyrimidin-4-yloxy]-13-methyl-2,14-dioxo-3,13-diazatricyclo[13.3.0.04,6]octadec-7-ene-4-carbonyl](dimethylamino)sulfonamide). RXN SMILES: [Br:1][C:2]1[CH:3]=[CH:4][C:5]([F:18])=[C:6]([C:8]2[N:13]=[C:12]([OH:14])[C:11]3[CH2:15][CH2:16][CH2:17][C:10]=3[N:9]=2)[CH:7]=1.C(C1C=CN(C2C=C(O[CH:38]3[CH2:55][CH:54]4[CH:40]([C:41](=[O:67])[N:42]([CH3:66])[CH2:43][CH2:44][CH2:45][CH2:46][CH:47]=[CH:48][CH:49]5[C:51]([C:57]([NH:59][S:60]([N:63]([CH3:65])[CH3:64])(=[O:62])=[O:61])=[O:58])([NH:52][C:53]4=[O:56])[CH2:50]5)[CH2:39]3)C3C(=C(C)C(OC)=CC=3)N=2)N=1)(C)C>>[Br:1][C:2]1[CH:3]=[CH:4][C:5]([F:18])=[C:6]([C:8]2[N:13]=[C:12]([O:14][CH:38]3[CH2:55][CH:54]4[CH:40]([C:41](=[O:67])[N:42]([CH3:66])[CH2:43][CH2:44][CH2:45][CH2:46][CH:47]=[CH:48][CH:49]5[C:51]([C:57]([NH:59][S:60]([N:63]([CH3:64])[CH3:65])(=[O:61])=[O:62])=[O:58])([NH:52][C:53]4=[O:56])[CH2:50]5)[CH2:39]3)[C:11]3[CH2:15][CH2:16][CH2:17][C:10]=3[N:9]=2)[CH:7]=1. Procedure details: The title compound was prepared from 2-(5-bromo-2-fluorophenyl)-4-hydroxy-6,7-dihydro-5H-cyclopentapyrimidine and intermediate 24 following the procedure (Steps 13-16) reported for the preparation of N-[17-[2-(3-isopropylpyrazol-1-yl)-7-methoxy-8-methylquinolin-4-yloxy]-13-methyl-2,14-dioxo-3,13-diazatricyclo-[13.3.0.04,6]octadec-7-ene-4-carbonyl](dimethylamino)sulfonamide (29): m/z=748 (M+H)+. 1H NMR (CDCl3): 1.13-1.51 (m, 4H), 1.54-1.95 (m, 4H), 2.08-2.45 (m, 5H), 2.50-2.65 (m, 2H), 2.80-3.15 ...